This data is from the Open Reaction Database (ORD), a public repository of structured organic reaction records. The task is: describe an organic reaction: reactants, conditions, products, and yield Run in C(Cl)Cl (CH2Cl2). As a reaction SMILES: [CH:1]12[CH2:10][CH:5]3[CH2:6][CH:7]([CH2:9][CH:3]([CH2:4]3)[C:2]1=[C:11]1[CH:18]3[CH2:19][CH:14]4[CH2:15][CH:16]([CH2:20][CH:12]1[CH2:13]4)[CH2:17]3)[CH2:8]2.[Br:21]N1C(=O)CCC1=O>C(Cl)Cl>[Br:21][C:1]12[CH2:8][CH:7]3[CH2:6][CH:5]([CH2:4][CH:3]([CH2:9]3)[C:2]1=[C:11]1[CH:12]3[CH2:20][CH:16]4[CH2:15][CH:14]([CH2:19][CH:18]1[CH2:17]4)[CH2:13]3)[CH2:10]2. Starting materials: C12C(C3CC(CC(C1)C3)C2)=C2C3CC1CC(CC2C1)C3 (adamantylideneadamantane), BrN1C(CCC1=O)=O (N-bromosuccinimide). Yields the product BrC12C(C3CC(CC(C1)C3)C2)=C2C3CC1CC(CC2C1)C3 (bromoadamantylideneadamantane). Reported procedure: To a solution of 3 mmols (804 mg) adamantylideneadamantane in 40 cm3CH2Cl2, 6.6 mmols (1.175 g) N-bromosuccinimide was added. The reaction mixture was refluxed and stirred for 12 hours. The reaction mixture was diluted with CH2Cl2 and washed twice with water and a saturated Na2S3O3 -solution. The organic layer was dried with MgSO4 and evaporated. The yield of 4-eq.-bromoadamantylideneadamantane having formula 20 was 1.05 g (97%). An analytically pure sample could be obtained by crystallization f... Reaction conditions: time 12 hour. The reactants are C(CCC)[B-](C1=CC=CC=C1)(C1=CC=CC=C1)C1=CC=CC=C1.[Li+] (lithium n-butyltriphenylborate), F[B-](F)(F)F.C1(=CC=CC=C1)C(=CC[SH2+])C1=CC=CC=C1 (diphenylallylsulfonium tetrafluoroborate), O (water), resultant mixture. Solvent: C(C)#N (acetonitrile), C(C)#N (acetonitrile). The product is C1(=CC=CC=C1)C(=CC[SH2+])C1=CC=CC=C1.C(CCC)[B-](C1=CC=CC=C1)(C1=CC=CC=C1)C1=CC=CC=C1 (diphenylallylsulfonium n-butyltriphenylborate). Isolated yield 47.9%. RXN SMILES: [CH2:1]([B-:5]([C:18]1[CH:23]=[CH:22][CH:21]=[CH:20][CH:19]=1)([C:12]1[CH:17]=[CH:16][CH:15]=[CH:14][CH:13]=1)[C:6]1[CH:11]=[CH:10][CH:9]=[CH:8][CH:7]=1)[CH2:2][CH2:3][CH3:4].[Li+].F[B-](F)(F)F.[C:30]1([C:36]([C:40]2[CH:45]=[CH:44][CH:43]=[CH:42][CH:41]=2)=[CH:37][CH2:38][SH2+:39])[CH:35]=[CH:34][CH:33]=[CH:32][CH:31]=1.O>C(#N)C>[C:40]1([C:36]([C:30]2[CH:31]=[CH:32][CH:33]=[CH:34][CH:35]=2)=[CH:37][CH2:38][SH2+:39])[CH:41]=[CH:42][CH:43]=[CH:44][CH:45]=1.[CH2:1]([B-:5]([C:18]1[CH:23]=[CH:22][CH:21]=[CH:20][CH:19]=1)([C:6]1[CH:7]=[CH:8][CH:9]=[CH:10][CH:11]=1)[C:12]1[CH:17]=[CH:16][CH:15]=[CH:14][CH:13]=1)[CH2:2][CH2:3][CH3:4] |f:0.1,2.3,6.7|. Procedure details: A solution of 4.70 g of lithium n-butyltriphenylborate in 50 ml of acetonitrile was added to a solution of 5.00 g of diphenylallylsulfonium tetrafluoroborate in 100 ml of acetonitrile, and the resultant mixture was stirred at room temperature for 30 minutes. Then, 200 ml of water was added. The resultant precipitate of a yellow oily component was recovered, and 100 ml of dichloromethane was added. The dichloromethane layer was washed with water, dried and concentrated to give 3.87 g of diphenyla... The reactants are BrC1=C(C(=O)O)C=C(C(=C1)Cl)F (2-bromo-4-chloro-5-fluorobenzoic acid), [N+](=O)([O-])C=1C=C(C=CC1)O (3-nitrophenol), [N+](=O)([O-])C=1C=C(C(=O)O)C=CC1 (3-nitrobenzoic acid), BrC1=C(C(=O)C2=CC(=CC=C2)[N+](=O)[O-])C=C(C(=C1)Cl)F (2-bromo-4-chloro-5-fluoro-3'-nitrobenzophenone), OO (hydrogen peroxide). Run in O (water), OS(=O)(=O)O.O=S(=O)=O (oleum). Yields the product BrC1=C(C=C(C(=C1)Cl)F)O (2-bromo-4-chloro-5-fluorophenol). Reaction SMILES: [Br:1][C:2]1[CH:18]=[C:17]([Cl:19])[C:16]([F:20])=[CH:15][C:3]=1C(C1C=CC=C([N+]([O-])=O)C=1)=O.OO.BrC1C=C(Cl)C(F)=CC=1C(O)=[O:27].[N+](C1C=C(O)C=CC=1)([O-])=O.[N+](C1C=C(C=CC=1)C(O)=O)([O-])=O>OS(O)(=O)=O.O=S(=O)=O.O>[Br:1][C:2]1[CH:18]=[C:17]([Cl:19])[C:16]([F:20])=[CH:15][C:3]=1[OH:27] |f:5.6|. Procedure: The reaction of 35.8 g (0.1 mol) of 2-bromo-4-chloro-5-fluoro-3'-nitrobenzophenone in 150 g of 5% oleum with 9.7 g (0.2 mol) of 70% hydrogen peroxide solution gives a mixture (29.0 g) of 2-bromo-4-chloro-5-fluorophenol, 2-bromo-4-chloro-5-fluorobenzoic acid, 3-nitrophenol and 3-nitrobenzoic acid (proportions in GC area-%: 14, 35, 36, 15) after dilution (300 g of water), refluxing for 4 h and extraction with methyl tert-butyl ether after removal of the solvent. RXN SMILES: [Br-].C1([P+](C2C=CC=CC=2)(C2C=CC=CC=2)[CH2:9][C:10]2([O:17][CH2:16][CH2:15][O:14]2)[CH2:11][CH2:12][CH3:13])C=CC=CC=1.[CH3:30][O:31][C:32]([CH3:40])([CH3:39])[CH2:33][CH2:34][CH2:35][C:36](=O)[CH3:37].O>CN(C)C=O>[CH2:16]1[CH2:15][O:14][C:10]([CH2:11][CH2:12][CH:13]=[C:36]([CH3:37])[CH2:35][CH2:34][CH2:33][C:32]([O:31][CH3:30])([CH3:40])[CH3:39])([CH3:9])[O:17]1 |f:0.1|. Isolated yield 42.0%. Run at temperature 0 celsius, time 4 hour. Reactants: O (water), potassium tert.-butylate, [Br-].C1(=CC=CC=C1)[P+](CC1(CCC)OCCO1)(C1=CC=CC=C1)C1=CC=CC=C1 (triphenyl 2,2-ethylenedioxy-pentyl phosphonium bromide), COC(CCCC(C)=O)(C)C (6-methoxy-6-methyl-2-heptanone). Run in CN(C=O)C (dimethylformamide). Yields the product C1OC(C)(CCC=C(CCCC(C)(C)OC)C)OC1 (2,2-ethylenedioxy-10-methoxy-6,10-dimethyl-5-undecene). Procedure details: 8.15 g of potassium tert.-butylate were added to a solution of 38 g of triphenyl 2,2-ethylenedioxy-pentyl phosphonium bromide in 400 ml of dimethylformamide cooled to 0° C. and then 12.75 g of 6-methoxy-6-methyl-2-heptanone were added. The mixture was stirred for 4 hours at 0° C. and was then poured into water. The mixture was extracted with petroleum ether (b.p.= 40°-75° C.) and the extracts were washed with water, dried over sodium sulfate and evaporated to dryness. The yellow oil was chromato... Reactants: ClCC=1N=C(OC1C)C1=CC=C(C=C1)OC(C)C (4-chloromethyl-2-(4-isopropoxy-phenyl)-5-methyl-oxazole), C([O-])([O-])=O.[Cs+].[Cs+] (cesium carbonate), [I-].[K+] (potassium iodide), COC([C@H](CC1=C(C=C(C=C1)O)Cl)OCC)=O ((2S)-3-(2-chloro-4-hydroxy-phenyl)-2-ethoxy-propionic acid methyl ester). Product: COC([C@H](CC1=C(C=C(C=C1)OCC=1N=C(OC1C)C1=CC=C(C=C1)OC(C)C)Cl)OCC)=O ((S)-3-{2-chloro-4-[2-(4-isopropoxy-phenyl)-5-methyl-oxazol-4-ylmethoxy]-phenyl}-2-ethoxy-propionic acid methyl ester). As a reaction SMILES: [CH3:1][O:2][C:3](=[O:17])[C@@H:4]([O:14][CH2:15][CH3:16])[CH2:5][C:6]1[CH:11]=[CH:10][C:9]([OH:12])=[CH:8][C:7]=1[Cl:13].Cl[CH2:19][C:20]1[N:21]=[C:22]([C:26]2[CH:31]=[CH:30][C:29]([O:32][CH:33]([CH3:35])[CH3:34])=[CH:28][CH:27]=2)[O:23][C:24]=1[CH3:25].C(=O)([O-])[O-].[Cs+].[Cs+].[I-].[K+]>>[CH3:1][O:2][C:3](=[O:17])[C@@H:4]([O:14][CH2:15][CH3:16])[CH2:5][C:6]1[CH:11]=[CH:10][C:9]([O:12][CH2:19][C:20]2[N:21]=[C:22]([C:26]3[CH:31]=[CH:30][C:29]([O:32][CH:33]([CH3:35])[CH3:34])=[CH:28][CH:27]=3)[O:23][C:24]=2[CH3:25])=[CH:8][C:7]=1[Cl:13] |f:2.3.4,5.6|. Reported procedure: In analogy to the procedure described in example 1 f], (2S)-3-(2-chloro-4-hydroxy-phenyl)-2-ethoxy-propionic acid methyl ester (example 15 d]) was reacted with 4-chloromethyl-2-(4-isopropoxy-phenyl)-5-methyl-oxazole (example 2 b]) in the presence of cesium carbonate and potassium iodide to yield (S)-3-{2-chloro-4-[2-(4-isopropoxy-phenyl)-5-methyl-oxazol-4-ylmethoxy]-phenyl}-2-ethoxy-propionic acid methyl ester as colorless liquid. Reactants: O([Si](C)(C)C(C)(C)C)C1C=C(C(C1)=O)SCCCCCCCC (4-t-butyldimethylsiloxy-2-n-octylthiocyclopent-2-en-1-one), O1C(CCCC1)OC1C=CC(C1)=O (4-(2-tetrahydropyranyloxy)cyclopent-2-en-1-one), OO (hydrogen peroxide), aqueous solution, [OH-].[Na+] (sodium hydroxide). Solvent: CO (methanol). Run at time 1.5 hour. Product: O1C2C(CC(C21)OC2OCCCC2)=O (2,3-epoxy-4-(2-tetrahydropyranyloxy)cyclopentan-1-one). Isolated yield 84.0%. As a reaction SMILES: [O:1]1[CH2:6][CH2:5][CH2:4][CH2:3][CH:2]1[O:7][CH:8]1[CH2:12][C:11](=[O:13])[CH:10]=[CH:9]1.OO.[OH-].[Na+].[O:18](C1CC(=O)C(SCCCCCCCC)=C1)[Si](C(C)(C)C)(C)C>CO>[O:13]1[CH:12]2[CH:11]1[C:10](=[O:18])[CH2:9][CH:8]2[O:7][CH:2]1[CH2:3][CH2:4][CH2:5][CH2:6][O:1]1 |f:2.3|. Reported procedure: One gram of 4-(2-tetrahydropyranyloxy)cyclopent-2-en-1-one was dissolved in 20 ml of methanol, and 10 ml of 30% hydrogen peroxide was added at room temperature. Then, with ice cooling, 3 ml of a 2 N aqueous solution of sodium hydroxide was added slowly. The mixture was stirred at room temperature for 1.5 hours. The reaction mixture was post-treated in the same way as in Example 1, (1). The resulting crude product was chromatographed on a thin layer plate with cyclohexane/ethyl acetate (=7/3) to ... The reactants are FC=1C=CC(=C2C=CN=CC12)CC(=O)OC(C)(C)C (tert-butyl 2-(8-fluoroisoquinolin-5-yl)acetate), C(=O)O (formic acid), Teflon. Run in C(Cl)Cl (DCM). Conditions: time 16 hour. Product: FC=1C=CC(=C2C=CN=CC12)CC(=O)O (2-(8-Fluoroisoquinolin-5-yl)acetic acid). RXN SMILES: [F:1][C:2]1[CH:3]=[CH:4][C:5]([CH2:12][C:13]([O:15]C(C)(C)C)=[O:14])=[C:6]2[C:11]=1[CH:10]=[N:9][CH:8]=[CH:7]2.C(O)=O>C(Cl)Cl>[F:1][C:2]1[CH:3]=[CH:4][C:5]([CH2:12][C:13]([OH:15])=[O:14])=[C:6]2[C:11]=1[CH:10]=[N:9][CH:8]=[CH:7]2. Procedure: To a solution of the above ester (200 mg) in DCM (2 mL) was added formic acid (3 mL). The reaction was sealed with a Teflon cap and heater to 50° C. for 16 h. The solvent was removed and the crude product was used without further purification. LCMS showed an m/z of 206.1 with a retention time of 0.437 min, method [1]. The reactants are FC(C(=O)O)(F)F (trifluoroacetic acid), [BH3-]C#N.[Na+] (NaCNBH3), C(C)OC(=O)C=1NC2=CC=CC=C2C1 (indole-2-carboxylic acid ethyl ester). Run in O (water). The product is C(C)OC(=O)C1NC2=CC=CC=C2C1 (2,3-Dihydro-1H-indole-2-carboxylic acid ethyl ester). Yield: 89.8%. RXN SMILES: FC(F)(F)C(O)=O.[BH3-]C#N.[Na+].[CH2:12]([O:14][C:15]([C:17]1[NH:18][C:19]2[C:24]([CH:25]=1)=[CH:23][CH:22]=[CH:21][CH:20]=2)=[O:16])[CH3:13]>O>[CH2:12]([O:14][C:15]([CH:17]1[CH2:25][C:24]2[C:19](=[CH:20][CH:21]=[CH:22][CH:23]=2)[NH:18]1)=[O:16])[CH3:13] |f:1.2|. Reported procedure: To cooled trifluoroacetic acid (40 mL) at 0° C., NaCNBH3 (1.57 g, 25 mmol) was added portionwise with stirring. The reaction mixture was stirred for 15 min, and to which indole-2-carboxylic acid ethyl ester (1.2 g, 6.35 mmol) was added slowly, then the mixture was stirred at rt for an hour. After the completion of the reaction, water (150 mL) was added to the mixture, and which was stirred for 5 hr. The reaction was extracted by CH2Cl2 (40 mL×3), then organic layer was washed with saturated aque...